This data is from the Open Reaction Database (ORD), a public repository of structured organic reaction records. The task is: describe an organic reaction: reactants, conditions, products, and yield Starting materials: [Li+].CC(C)[N-]C(C)C (LDA), COC(CC=1C=C2C=CC=NC2=CC1)=O (quinolin-6-yl-acetic acid methyl ester), BrCCBr (1,2-dibromoethane). Solvent: C1CCOC1 (THF). Conditions: time 30 minute. Yields the product COC(=O)C1(CC1)C=1C=C2C=CC=NC2=CC1 (1-Quinolin-6-yl-cyclopropanecarboxylic acid methyl ester). Yield: 19.1%. As a reaction SMILES: [Li+].[CH3:2][CH:3]([N-]C(C)C)C.[CH3:9][O:10][C:11](=[O:23])[CH2:12][C:13]1[CH:14]=[C:15]2[C:20](=[CH:21][CH:22]=1)[N:19]=[CH:18][CH:17]=[CH:16]2.BrCCBr>C1COCC1>[CH3:9][O:10][C:11]([C:12]1([C:13]2[CH:14]=[C:15]3[C:20](=[CH:21][CH:22]=2)[N:19]=[CH:18][CH:17]=[CH:16]3)[CH2:3][CH2:2]1)=[O:23] |f:0.1|. Procedure: A solution of LDA (1.8 M solution in toluene, 14.8 ml, 26.6 mmol) was added dropwise to a solution of quinolin-6-yl-acetic acid methyl ester (2.14 g, 10.64 mmol) in dry THF (40 mL) under a nitrogen atmosphere at −78° C. After 30 min, 1,2-dibromoethane (2.40 g, 12.76 mmol) was added dropwise over 3 min. The resulting mixture was stirred for 1 h at room temperature, then quenched with satd aq. NH4Cl. The mixture was extracted with DCM, washed with brine, dried over Na2SO4, and stripped of solvent.... Reactants: C=CCN, CC(C)(C)n1ncc(NCc2ccc(C(=O)O)cc2)c(Cl)c1=O, CN(C)C=O. The product is C=CCNC(=O)c1ccc(CNc2cnn(C(C)(C)C)c(=O)c2Cl)cc1. Reaction SMILES: [CH2:24]([CH:25]=[CH2:26])[NH2:27].[Cl:1][c:2]1[c:3](=[O:23])[n:4]([C:19]([CH3:20])([CH3:21])[CH3:22])[n:5][cH:6][c:7]1[NH:8][CH2:9][c:10]1[cH:11][cH:12][c:13]([C:16](=[O:17])[OH:18])[cH:14][cH:15]1.[O:28]=[CH:29][N:30]([CH3:31])[CH3:32]>>[Cl:1][c:2]1[c:3](=[O:23])[n:4]([C:19]([CH3:20])([CH3:21])[CH3:22])[n:5][cH:6][c:7]1[NH:8][CH2:9][c:10]1[cH:11][cH:12][c:13]([C:16](=[O:18])[NH:27][CH2:24][CH:25]=[CH2:26])[cH:14][cH:15]1. Starting materials: C(C1=CC=CC=C1)OC1=CC=C(C=C1)C=CCN1N=CC=C1 (1-benzyloxy-4-[3-(1-pyrazolyl)prop-1-enyl]benzene), C(C)S (ethanethiol). The solvent is B(F)(F)F.CCOCC (boron trifluoride diethyl etherate). Reaction conditions: temperature 25 celsius, time 0.75 hour. Yields the product C(C)SC(CCN1N=CC=C1)C1=CC=C(C=C1)O (4-[1-ethylthio-3-(1-pyrazolyl)propyl]phenol). Yield: 86.0%. RXN SMILES: C([O:8][C:9]1[CH:14]=[CH:13][C:12]([CH:15]=[CH:16][CH2:17][N:18]2[CH:22]=[CH:21][CH:20]=[N:19]2)=[CH:11][CH:10]=1)C1C=CC=CC=1.[CH2:23]([SH:25])[CH3:24]>B(F)(F)F.CCOCC>[CH2:23]([S:25][CH:15]([C:12]1[CH:11]=[CH:10][C:9]([OH:8])=[CH:14][CH:13]=1)[CH2:16][CH2:17][N:18]1[CH:22]=[CH:21][CH:20]=[N:19]1)[CH3:24] |f:2.3|. Procedure details: 4.51 g of 1-benzyloxy-4-[3-(1-pyrazolyl)prop-1-enyl]benzene were dissolved in a mixture of 25 ml of ethanethiol and 25 ml of boron trifluoride diethyl etherate, and the resulting mixture was stirred at 25° C. for 0.75 hour. The excess thiol was removed by evaporation, and the residue was partitioned between ethyl acetate and water. The organic phase was separated, dried over sodium sulfate, and filtered. The filtrate was evaporated, and the residue was chromatographed on silica gel using chlorof... The reactants are ClC=1OC(=C(N1)C1=CC=CC=C1)C1=CC=C(C=C1)S(=O)(=O)N (4-[(2-chloro)-4-phenyloxazol-5-yl]benzenesulfonamide), COC1(CCOCC1)C=1C=C(CS)C=CC1 (3-[tetrahydro-(4-methoxy)pyran-4-yl]benzyl mercaptan), C1CCC2=NCCCN2CC1 (DBU). Solvent: C1CCOC1 (THF), C1CCOC1 (THF), C(C)(=O)OCC (ethyl acetate). Run at temperature 5 celsius, time 5 hour. Yields the product C1(=CC=CC=C1)S(=O)(=O)N (benzenesulfonamide). Reaction SMILES: ClC1OC([C:13]2[CH:18]=[CH:17][C:16]([S:19]([NH2:22])(=[O:21])=[O:20])=[CH:15][CH:14]=2)=C(C2C=CC=CC=2)N=1.COC1(C2C=C(C=CC=2)CS)CCOCC1.C1CCN2C(=NCCC2)CC1>C1COCC1.C(OCC)(=O)C>[C:16]1([S:19]([NH2:22])(=[O:21])=[O:20])[CH:17]=[CH:18][CH:13]=[CH:14][CH:15]=1. Procedure details: To a solution of 4-[(2-chloro)-4-phenyloxazol-5-yl]benzenesulfonamide (0.21 g, 0.63 mmol) in 2 mL of anhydrous THF at 5° C. was added a solution of 3-[tetrahydro-(4-methoxy)pyran-4-yl]benzyl mercaptan (prepared as described in U.S. Pat. No. 5,424,320) (0.15 g, 0.63 mmol) and DBU (95 mg, 0.63 mmol) in 5 mL of THF while maintaining the temperature at 5° C. The reaction mixture was stirred for 1 h at 5° C. for 5 h at room temperature. The reaction mixture was diluted with 100 mL of ethyl acetate an... Reactants: CN(C(=O)OC(C)(C)C)C(Cc1ccc(Cl)c(Cl)c1)C(=O)O, CC(=O)[O-]. The product is CN(C(=O)OC(C)(C)C)C(=Cc1ccc(Cl)c(Cl)c1)C(=O)O. Reaction SMILES: [C:1]([CH3:2])([CH3:3])([CH3:4])[O:5][C:6](=[O:7])[N:8]([CH:9]([C:10](=[O:11])[OH:12])[CH2:13][c:14]1[cH:15][c:16]([Cl:21])[c:17]([Cl:20])[cH:18][cH:19]1)[CH3:22].[CH3:23][C:24](=[O:25])[O-:26]>>[C:1]([CH3:2])([CH3:3])([CH3:4])[O:5][C:6](=[O:7])[N:8]([C:9]([C:10](=[O:11])[OH:12])=[CH:13][c:14]1[cH:15][c:16]([Cl:21])[c:17]([Cl:20])[cH:18][cH:19]1)[CH3:22].